From a dataset of the Open Reaction Database (ORD), a public repository of structured organic reaction records. describe an organic reaction: reactants, conditions, products, and yield Reactants: C(C)(=O)OCC (ethyl acetate), COC(C)(C)OC (2, 2-dimethoxypropan), C1(=CC=C(C=C1)S(=O)(=O)O)C (p-toluenesulfonic acid), OC[C@H]1[C@H](CC[C@@H]1C)[C@H](CO)C ((2R)-2-[(1R, 2R, 3S)-2-(hydroxymethyl)-3-methylcyclopent-1-yl]propan-1-ol). Run in ClCCl (dichloromethane). Conditions: time 12 hour. The product is CC1(OC[C@@H]2[C@H](CC[C@H]2[C@H](CO1)C)C)C ((1R, 7R, 8S, 11S)-4, 4, 7, 11-tetramethyl-3, 5-dioxabicyclo[6. 3. 0]undecane). Isolated yield 7.9%. Reaction SMILES: [OH:1][CH2:2][C@@H:3]1[C@@H:7]([CH3:8])[CH2:6][CH2:5][C@@H:4]1[C@@H:9]([CH3:12])[CH2:10][OH:11].CO[C:15](OC)([CH3:17])[CH3:16].C1(C)C=CC(S(O)(=O)=O)=CC=1.C(OCC)(=O)C>ClCCl>[CH3:16][C:15]1([CH3:17])[O:11][CH2:10][C@H:9]([CH3:12])[C@H:4]2[C@@H:3]([C@@H:7]([CH3:8])[CH2:6][CH2:5]2)[CH2:2][O:1]1. Procedure: (2R)-2-[(1R, 2R, 3S)-2-(hydroxymethyl)-3-methylcyclopent-1-yl]propan-1-ol (100 mg, 0.00058 mol) (obtained in Definite Example 45) was dissolved in 5 ml of dichloromethane, and 2 ml of 2, 2-dimethoxypropan and 5 mg of p-toluenesulfonic acid were added. After being stirred at room temperature for 12 hours, the reaction mixture was poured into 50 ml of ethyl acetate. After the organic layer was washed with an aqueous mixed solution of aqueous sodium bicarbonate (10 ml) and saturated sodium chloride... The reactants are CSCCC=O (3-(methylthio)propanal), C(CO)O (ethyleneglycol), C1(=CC=C(C=C1)S(=O)(=O)O)C (p-toluenesulfonic acid). Run in C1=CC=CC=C1 (benzene). The product is CSCCC1OCCO1 (2-(2-(Methylthio)ethyl)-1,3-dioxolane). RXN SMILES: [CH3:1][S:2][CH2:3][CH2:4][CH:5]=[O:6].[CH2:7](O)[CH2:8][OH:9].C1(C)C=CC(S(O)(=O)=O)=CC=1>C1C=CC=CC=1>[CH3:1][S:2][CH2:3][CH2:4][CH:5]1[O:9][CH2:8][CH2:7][O:6]1. Procedure details: A solution of 3-(methylthio)propanal (5.2 g, 0.05 mol) and ethyleneglycol (3.4 g. 0.055 mol) in 100 mL of benzene was treated with 300 mg p-toluenesulfonic acid and heated at reflux for 4 hrs. The solution was cooled and decanted. Concentration and drying in vacuo provided the title compound as a light yellow oil. 1H NMR (300 MHz, CDCl3) δ ppm: 4.93 (1H, t, J=4.76 Hz) 3.74–4.03 (4H, m) 2.46–2.68 (2H, m) 2.08 (3H, s) 1.83–2.00 (2H, m). Product: O=C(Cl)CC1CCCCC1. As a reaction SMILES: [Cl:11][C:12]([C:13]([Cl:14])=[O:15])=[O:16].[Cl:22][CH2:23][Cl:24].[O:17]=[CH:18][N:19]([CH3:20])[CH3:21].[OH:1][C:2](=[O:3])[CH2:4][CH:5]1[CH2:6][CH2:7][CH2:8][CH2:9][CH2:10]1>>[O:1]=[C:2]([CH2:4][CH:5]1[CH2:6][CH2:7][CH2:8][CH2:9][CH2:10]1)[Cl:11]. The reactants are O=C(Cl)C(=O)Cl, ClCCl, CN(C)C=O, O=C(O)CC1CCCCC1. Reactants: CCN=C=O, C1CCOC1, CCN(C(C)C)C(C)C, [Cl-], Cl, CN(C(=O)c1cc2c(s1)-c1ccc(N)cc1OCC2)c1ccccc1Cl, [NH4+]. Product: CCNC(=O)Nc1ccc2c(c1)OCCc1cc(C(=O)N(C)c3ccccc3Cl)sc1-2. RXN SMILES: [CH2:37]([CH3:38])[N:39]=[C:40]=[O:41].[CH2:44]1[O:45][CH2:46][CH2:47][CH2:48]1.[CH:28]([N:29]([CH2:30][CH3:31])[CH:32]([CH3:33])[CH3:34])([CH3:35])[CH3:36].[Cl-:42].[ClH:27].[NH2:1][c:2]1[cH:3][cH:4][c:5]2[c:6]([cH:26]1)[O:7][CH2:8][CH2:9][c:10]1[c:11]-2[s:12][c:13]([C:15](=[O:16])[N:17]([CH3:18])[c:19]2[c:20]([Cl:25])[cH:21][cH:22][cH:23][cH:24]2)[cH:14]1.[NH4+:43]>>[NH:1]([c:2]1[cH:3][cH:4][c:5]2[c:6]([cH:26]1)[O:7][CH2:8][CH2:9][c:10]1[c:11]-2[s:12][c:13]([C:15](=[O:16])[N:17]([CH3:18])[c:19]2[c:20]([Cl:25])[cH:21][cH:22][cH:23][cH:24]2)[cH:14]1)[C:40]([NH:39][CH2:37][CH3:38])=[O:41].